This data is from the Open Reaction Database (ORD), a public repository of structured organic reaction records. The task is: describe an organic reaction: reactants, conditions, products, and yield Reactants: crystals, C(C)N(C1=NC(=NC(=C1[N+](=O)[O-])S)C)CC (4-diethylamino-6-mercapto-2-methyl-5-nitropyrimidine), metal, [Sn] (tin), solution, [OH-].[Na+] (sodium hydroxide). The solvent is Cl (hydrochloric acid). Reaction conditions: time 3 hour. The product is NC=1C(=NC(=NC1S)C)N(CC)CC (5-amino-4-diethylamino-6-mercapto-2-methylpyrimidine). As a reaction SMILES: [CH2:1]([N:3]([CH2:15][CH3:16])[C:4]1[C:9]([N+:10]([O-])=O)=[C:8]([SH:13])[N:7]=[C:6]([CH3:14])[N:5]=1)[CH3:2].[Sn].[OH-].[Na+]>Cl>[NH2:10][C:9]1[C:4]([N:3]([CH2:1][CH3:2])[CH2:15][CH3:16])=[N:5][C:6]([CH3:14])=[N:7][C:8]=1[SH:13] |f:2.3,^3:16|. Reported procedure: 5 g of the crystals of 4-diethylamino-6-mercapto-2-methyl-5-nitropyrimidine and 7.0 g of metal tin were mixed well, and 50 ml of concentrated hydrochloric acid was slowly added to the mixture under cooling. After the addition, the reaction mixture was stirred at room temperature for 3 hours. Then 3N solution of sodium hydroxide was added to the mixture, while cooling with ice, and the pH of the mixture was adjusted to 8-9 to obtain an oily substance. The oily substance was extracted with 200 ml ... Reactants: ClC1=CC=C(C=C1)C1=CC(=NO1)N (5-(4-Chlorophenyl)-3-aminoisoxazole), ClC1=C(C(=O)Cl)C(=CC=C1)Cl (2,6-dichlorobenzoylchloride). Run in C1(=CC=CC=C1)C (toluene). Product: ClC1=C(C(=O)N(C2=NOC(=C2)C2=CC=C(C=C2)Cl)C(C2=C(C=CC=C2Cl)Cl)=O)C(=CC=C1)Cl (2,6-DICHLORO-N-(2,6-DICHLOROBENZOYL)-N-(5-(4-CHLOROPHENYL)-3-ISOXAZOLYL)BENZAMIDE). RXN SMILES: [Cl:1][C:2]1[CH:7]=[CH:6][C:5]([C:8]2[O:12][N:11]=[C:10]([NH2:13])[CH:9]=2)=[CH:4][CH:3]=1.[Cl:14][C:15]1[CH:23]=[CH:22][CH:21]=[C:20]([Cl:24])[C:16]=1[C:17](Cl)=[O:18]>C1(C)C=CC=CC=1>[Cl:14][C:15]1[CH:23]=[CH:22][CH:21]=[C:20]([Cl:24])[C:16]=1[C:17]([N:13]([C:17](=[O:18])[C:16]1[C:15]([Cl:14])=[CH:23][CH:22]=[CH:21][C:20]=1[Cl:24])[C:10]1[CH:9]=[C:8]([C:5]2[CH:4]=[CH:3][C:2]([Cl:1])=[CH:7][CH:6]=2)[O:12][N:11]=1)=[O:18]. Procedure details: 5-(4-Chlorophenyl)-3-aminoisoxazole (400 milligrams prepared according to the teaching of Examples 11-14) was added to 2,6-dichlorobenzoylchloride (430 milligrams) in 50 ml. toluene and refluxed for 48 hours. The solvent was then evaporated and ethyl alcohol added; upon subsequent heating and filtering the bis acylated product was recovered; m.p. 219°-223° C.